From a dataset of the Open Reaction Database (ORD), a public repository of structured organic reaction records. describe an organic reaction: reactants, conditions, products, and yield Starting materials: CC(=O)[O-], CC(=O)O, ClCc1ccc(Cl)nc1Cl, [Na+]. The product is CC(=O)OCc1ccc(Cl)nc1Cl. RXN SMILES: [CH3:12][C:13]([O-:14])=[O:15].[CH3:16][C:17](=[O:18])[OH:19].[Cl:1][c:2]1[n:3][c:4]([Cl:10])[cH:5][cH:6][c:7]1[CH2:8][Cl:9].[Na+:11]>>[Cl:1][c:2]1[n:3][c:4]([Cl:10])[cH:5][cH:6][c:7]1[CH2:8][O:15][C:13]([CH3:12])=[O:14]. Starting materials: N([C@H](CC(OC(C)(C)C)=O)C(=O)O)C(=O)OCC1=CC=CC=C1 (Z-D-Asp(OBut)-OH), N[C@@H](C(C)C)C(=O)N[C@@H](CC1=CC=C(C=C1)OC(C)(C)C)C(=O)OC.Cl (H-Val-Tyr(But)-OMe.HCl), CO (methanol). Solvent: CN(C=O)C (dimethylformamide). Yields the product N([C@H](CC(OC(C)(C)C)=O)C(=O)N[C@@H](C(C)C)C(=O)N[C@@H](CC1=CC=C(C=C1)OC(C)(C)C)C(=O)OC)C(=O)OCC1=CC=CC=C1 (Z-D-Asp(OBut)-Val-Tyr(But)-OMe). Reaction SMILES: [NH:1]([C:14]([O:16][CH2:17][C:18]1[CH:23]=[CH:22][CH:21]=[CH:20][CH:19]=1)=[O:15])[C@@H:2]([C:11]([OH:13])=O)[CH2:3][C:4](=[O:10])[O:5][C:6]([CH3:9])([CH3:8])[CH3:7].[NH2:24][C@H:25]([C:29]([NH:31][C@H:32]([C:45]([O:47][CH3:48])=[O:46])[CH2:33][C:34]1[CH:39]=[CH:38][C:37]([O:40][C:41]([CH3:44])([CH3:43])[CH3:42])=[CH:36][CH:35]=1)=[O:30])[CH:26]([CH3:28])[CH3:27].Cl.CO>CN(C)C=O>[NH:1]([C:14]([O:16][CH2:17][C:18]1[CH:23]=[CH:22][CH:21]=[CH:20][CH:19]=1)=[O:15])[C@@H:2]([C:11]([NH:24][C@H:25]([C:29]([NH:31][C@H:32]([C:45]([O:47][CH3:48])=[O:46])[CH2:33][C:34]1[CH:35]=[CH:36][C:37]([O:40][C:41]([CH3:42])([CH3:43])[CH3:44])=[CH:38][CH:39]=1)=[O:30])[CH:26]([CH3:28])[CH3:27])=[O:13])[CH2:3][C:4](=[O:10])[O:5][C:6]([CH3:7])([CH3:8])[CH3:9] |f:1.2|. Procedure: 6.46 g (20 mmoles) of Z-D-Asp(OBut)-OH are subjected to a condensation reaction with 7.73 g (20 mmoles) of H-Val-Tyr(But)-OMe.HCl in 50 ml of dimethylformamide analogously to Examples 38 A. Yield 11.2 g (85%), melting point 90°-92°, [α]D27 =-3.5° (c=1, methanol). Starting materials: ClC1=CC=C(C=C1)C1(CCC1)C#N (1-(4-chlorophenyl)cyclobutanecarbonitrile), [Br-].[Mg+2].[Br-] (magnesium bromide), O1CCCC1 (tetrahydrofuran), [Cl-].[NH4+] (ammonium chloride), O (water). Yields the product C(C1=CC=CC=C1)OC=1C=C(C=CC1)C(=O)C1(CCC1)C1=CC=C(C=C1)Cl ((3-Benzyloxy-phenyl)-[1-(4-chloro-phenyl)-cyclobutyl]-methanone). RXN SMILES: [Cl:1][C:2]1[CH:7]=[CH:6][C:5]([C:8]2([C:12]#N)[CH2:11][CH2:10][CH2:9]2)=[CH:4][CH:3]=1.[Br-].[Mg+2].[Br-].[Cl-].[NH4+].[OH2:19].[O:20]1[CH2:24][CH2:23][CH2:22][CH2:21]1>>[CH2:24]([O:20][C:2]1[CH:3]=[C:4]([C:12]([C:8]2([C:5]3[CH:6]=[CH:7][C:2]([Cl:1])=[CH:3][CH:4]=3)[CH2:11][CH2:10][CH2:9]2)=[O:19])[CH:5]=[CH:6][CH:7]=1)[C:23]1[CH:11]=[CH:8][CH:9]=[CH:21][CH:22]=1 |f:1.2.3,4.5|. Procedure: To a solution of 1-(4-chlorophenyl)cyclobutanecarbonitrile (2.5 g, 13 mmol) in tetrahydrofuran was added at −5° C. under nitrogen 4-(benzyloxy)phenyl)magnesium bromide (1 M, 39 ml, 39 mmol). The mixture was stirred over night at room temperature. A saturated solution of ammonium chloride and water was added. The organic layer was separated, and the aqueous layer extracted with diethyl ether. The combined organic layers were dried (sodium sulfate) and the solvent evaporated. Purification on SiO2 ... Starting materials: CS(C)=O, O=[N+]([O-])c1ccc(Cl)c(Cl)c1, [K+], [OH-], COC(=O)C(C)Oc1ccc(O)cc1. The product is COC(=O)C(C)Oc1ccc(Oc2ccc([N+](=O)[O-])cc2Cl)cc1. As a reaction SMILES: [CH3:28][S:29](=[O:30])[CH3:31].[Cl:17][c:18]1[cH:19][c:20]([N+:25](=[O:26])[O-:27])[cH:21][cH:22][c:23]1[Cl:24].[K+:2].[OH-:1].[OH:3][c:4]1[cH:5][cH:6][c:7]([O:8][CH:9]([C:10](=[O:11])[O:12][CH3:13])[CH3:14])[cH:15][cH:16]1>>[O:3]([c:4]1[cH:5][cH:6][c:7]([O:8][CH:9]([C:10](=[O:11])[O:12][CH3:13])[CH3:14])[cH:15][cH:16]1)[c:23]1[c:18]([Cl:17])[cH:19][c:20]([N+:25](=[O:26])[O-:27])[cH:21][cH:22]1.